From a dataset of the Open Reaction Database (ORD), a public repository of structured organic reaction records. describe an organic reaction: reactants, conditions, products, and yield The reactants are COc1cc(C(=O)CBr)ccc1OC(C)=O, CS, [Na], O, c1ccccc1. Product: COc1cc(C(=O)CSC)ccc1OC(C)=O. RXN SMILES: [C:5]([CH3:6])(=[O:7])[O:8][c:9]1[c:10]([O:19][CH3:20])[cH:11][c:12]([C:15]([CH2:16][Br:17])=[O:18])[cH:13][cH:14]1.[CH3:1][SH:2].[Na:3].[OH2:4].[cH:21]1[cH:22][cH:23][cH:24][cH:25][cH:26]1>>[CH3:1][S:2][CH2:16][C:15]([c:12]1[cH:11][c:10]([O:19][CH3:20])[c:9]([O:8][C:5]([CH3:6])=[O:7])[cH:14][cH:13]1)=[O:18]. Reaction SMILES: [C:1](OC(C1C=CN(C2C=CC(C3C=CC=CC=3)=CC=2)C=1)C(N1[C@@H](CC2C=CC=CC=2)COC1(C)C)=O)(=[O:3])[CH3:2].[CH2:39]([O:41][C:42](=[O:62])[CH:43]([C:45]1[O:49][C:48]([C:50]2[CH:55]=[CH:54][C:53]([C:56]3[CH:61]=[CH:60][CH:59]=[CH:58][CH:57]=3)=[CH:52][CH:51]=2)=[CH:47][CH:46]=1)[OH:44])[CH3:40]>>[CH2:39]([O:41][C:42](=[O:62])[CH:43]([O:44][C:1](=[O:3])[CH3:2])[C:45]1[O:49][C:48]([C:50]2[CH:55]=[CH:54][C:53]([C:56]3[CH:61]=[CH:60][CH:59]=[CH:58][CH:57]=3)=[CH:52][CH:51]=2)=[CH:47][CH:46]=1)[CH3:40]. Isolated yield 83.0%. Yields the product C(C)OC(C(C1=CC=C(O1)C1=CC=C(C=C1)C1=CC=CC=C1)OC(C)=O)=O (2-acetoxy-2-(2-biphenyl-4-yl-furan-5-yl)-acetic acid ethyl ester). Procedure: According to the procedure described in Example 13 for the preparation of 2-acetoxy-1-(4(S)-benzyl-2,2-dimethyl-oxazolidin-3-yl)-2-(biphenyl-4-yl-1H-pyrrol-3-yl)-ethanone, 2-(2-biphenyl-4-yl-furan-5-yl)-2-hydroxy-acetic acid ethyl ester was acylated to furnish in 83% yield 2-acetoxy-2-(2-biphenyl-4-yl-furan-5-yl)-acetic acid ethyl ester which was used without purification. Flash column chromatography with 0-20% EtOAc/hex as eluant gave an analytically pure pink solid, mp 136-140° C. Reactants: C(C)(=O)OC(C(=O)N1C(OC[C@@H]1CC1=CC=CC=C1)(C)C)C1=CN(C=C1)C1=CC=C(C=C1)C1=CC=CC=C1 (2-acetoxy-1-(4(S)-benzyl-2,2-dimethyl-oxazolidin-3-yl)-2-(biphenyl-4-yl-1H-pyrrol-3-yl)-ethanone), C(C)OC(C(O)C1=CC=C(O1)C1=CC=C(C=C1)C1=CC=CC=C1)=O (2-(2-biphenyl-4-yl-furan-5-yl)-2-hydroxy-acetic acid ethyl ester). Starting materials: ice water, C(C)(=O)NC1=CC=C(C=C1)C=1C=C(C=CC1)N1C2=C(N=C(C1=O)CC1=CC=CC=C1)C=CC=N2 (4-[3-(4-acetylaminophenyl)phenyl]-2-benzyl-3-oxo-3,4-dihydropyrido[2,3-b]pyrazine), C([O-])(O)=O.[Na+] (sodium bicarbonate). Solvent: Cl (hydrochloric acid). Yields the product NC1=CC=C(C=C1)C=1C=C(C=CC1)N1C2=C(N=C(C1=O)CC1=CC=CC=C1)C=CC=N2 (4-[3-(4-aminophenyl)phenyl]-2-benzyl-3-oxo-3,4-dihydropyrido[2,3-b]pyrazine). The yield is 66.1%. RXN SMILES: C([NH:4][C:5]1[CH:10]=[CH:9][C:8]([C:11]2[CH:12]=[C:13]([N:17]3[C:22](=[O:23])[C:21]([CH2:24][C:25]4[CH:30]=[CH:29][CH:28]=[CH:27][CH:26]=4)=[N:20][C:19]4[CH:31]=[CH:32][CH:33]=[N:34][C:18]3=4)[CH:14]=[CH:15][CH:16]=2)=[CH:7][CH:6]=1)(=O)C.C(=O)(O)[O-].[Na+]>Cl>[NH2:4][C:5]1[CH:10]=[CH:9][C:8]([C:11]2[CH:12]=[C:13]([N:17]3[C:22](=[O:23])[C:21]([CH2:24][C:25]4[CH:30]=[CH:29][CH:28]=[CH:27][CH:26]=4)=[N:20][C:19]4[CH:31]=[CH:32][CH:33]=[N:34][C:18]3=4)[CH:14]=[CH:15][CH:16]=2)=[CH:7][CH:6]=1 |f:1.2|. Reported procedure: A suspension of 4-[3-(4-acetylaminophenyl)phenyl]-2-benzyl-3-oxo-3,4-dihydropyrido[2,3-b]pyrazine (963 mg) in 3N hydrochloric acid (25 ml) was stirred under reflux for 3 hours. Then the mixture was poured into ice-water and alkalinized with sodium bicarbonate. The resultant solid was collected and washed with water to give 4-[3-(4-aminophenyl)phenyl]-2-benzyl-3-oxo-3,4-dihydropyrido[2,3-b]pyrazine (577 mg). RXN SMILES: [CH2:44]([Cl:45])[Cl:46].[CH3:1][C:2]([CH2:3][c:4]1[n:5][c:6]2[c:7]([n:8]1[CH2:9][c:10]1[cH:11][cH:12][c:13](-[c:16]3[c:17]([C:22](=[O:23])[O:24][C:25]([CH3:26])([CH3:27])[CH3:28])[cH:18][cH:19][cH:20][cH:21]3)[cH:14][cH:15]1)[cH:29][c:30]([CH3:34])[c:31]([CH3:33])[cH:32]2)([CH3:35])[CH3:36].[OH:37][C:38]([C:39]([F:40])([F:41])[F:42])=[O:43]>>[CH3:1][C:2]([CH2:3][c:4]1[n:5][c:6]2[c:7]([n:8]1[CH2:9][c:10]1[cH:11][cH:12][c:13](-[c:16]3[c:17]([C:22](=[O:23])[OH:24])[cH:18][cH:19][cH:20][cH:21]3)[cH:14][cH:15]1)[cH:29][c:30]([CH3:34])[c:31]([CH3:33])[cH:32]2)([CH3:35])[CH3:36]. The product is Cc1cc2nc(CC(C)(C)C)n(Cc3ccc(-c4ccccc4C(=O)O)cc3)c2cc1C. Starting materials: ClCCl, Cc1cc2nc(CC(C)(C)C)n(Cc3ccc(-c4ccccc4C(=O)OC(C)(C)C)cc3)c2cc1C, O=C(O)C(F)(F)F. The reactants are BrC1=C(C=CC=C1)OCC (bromophenetole), [Mg] (magnesium), BrC=1C=CC(=C(C=O)C1)F (5-Bromo-2-fluorobenzaldehyde), aqueous solution, C([O-])([O-])=O.[K+].[K+] (potassium carbonate), COB(OC)OC (trimethoxyborane), Cl (hydrochloric acid). The reagents and catalysts are C(C)(=O)[O-].[Pd+2].C(C)(=O)[O-] (palladium (II) acetate), C1(=CC=CC=C1)P(C1=CC=CC=C1)C1=CC=CC=C1 (triphenylphosphine). Run in O1CCCC1 (tetrahydrofuran), O1CCCC1 (tetrahydrofuran), O1CCCC1 (tetrahydrofuran). Reaction conditions: temperature -11 celsius, time 1 hour. Yields the product C(C)OC1=CC=C(C=C1)C=1C=CC(=C(C=O)C1)F (5-(4-ethoxyphenyl)-2-fluorobenzaldehyde). Isolated yield 81.9%. RXN SMILES: [Mg].Br[C:3]1[CH:8]=[CH:7][CH:6]=[CH:5][C:4]=1[O:9][CH2:10][CH3:11].COB(OC)OC.Br[C:20]1[CH:21]=[CH:22][C:23]([F:28])=[C:24]([CH:27]=1)[CH:25]=[O:26].C(=O)([O-])[O-].[K+].[K+].Cl>O1CCCC1.C([O-])(=O)C.[Pd+2].C([O-])(=O)C.C1(P(C2C=CC=CC=2)C2C=CC=CC=2)C=CC=CC=1>[CH2:10]([O:9][C:4]1[CH:5]=[CH:6][C:7]([C:20]2[CH:21]=[CH:22][C:23]([F:28])=[C:24]([CH:27]=2)[CH:25]=[O:26])=[CH:8][CH:3]=1)[CH3:11] |f:4.5.6,9.10.11|. Reported procedure: Under an argon atmosphere, magnesium (1.25 g, 51.5 mmol) was suspended in 100 ml of tetrahydrofuran, which was then refluxed. Under reflux, 50 ml of a tetrahydrofuran solution of bromophenetole (10 g, 50 mmol) was dropped and refluxed for 2 hours. After cooling to −11° C., a solution of trimethoxyborane (5.6 ml, 50 mmol) in 50 ml of tetrahydrofuran was dropped at −11 to −8° C. Stirring was conducted at −10° C. for 1 hour. At room temperature, palladium (II) acetate (64 mg, 0.285 mmol) and subseq... The reactants are C(C)(=O)C=1C=C2CCC(NC2=C(C1)F)=O (6-acetyl-8-fluoro-3,4-dihydroquinolin-2(1H)-one), ClC1=CC(=CC=C1)C(=O)OO (m-chloroperbenzoic acid). Solvent: C(Cl)(Cl)Cl (CHCl3). Product: C(C)(=O)OC=1C=C2CCC(NC2=C(C1)F)=O (8-fluoro-2-oxo-1,2,3,4-tetrahydroquinolin-6-yl acetate). Yield: 75.4%. RXN SMILES: C([C:4]1[CH:5]=[C:6]2[C:11](=[C:12]([F:14])[CH:13]=1)[NH:10][C:9](=[O:15])[CH2:8][CH2:7]2)(=O)C.ClC1C=CC=[C:19]([C:23]([O:25]O)=[O:24])C=1>C(Cl)(Cl)Cl>[C:23]([O:25][C:4]1[CH:5]=[C:6]2[C:11](=[C:12]([F:14])[CH:13]=1)[NH:10][C:9](=[O:15])[CH2:8][CH2:7]2)(=[O:24])[CH3:19]. Procedure: To a stirring solution of 6-acetyl-8-fluoro-3,4-dihydroquinolin-2(1H)-one (1.6 g, 7.72 mmol) in CHCl3 (100 mL) at room temperature was added in portions m-chloroperbenzoic acid (2.077 g, 9.27 mmol). The reaction mixture was stirred at reflux for 18 h, then cooled to room temperature and quenched with saturated sodium bicarbonate solution. The reaction was extracted with DCM (3×100 mL). The combined organic layers were dried over MgSO4 and concentrated under vacuum to a yellow oil. This was purif... Reactants: CC(C)(C)OC(=O)N1CCc2sc(NC(=O)N3CCN(S(=O)(=O)c4ccc5cc(Cl)ccc5c4)CC3)cc2C1, CI, CN(C)C=O, [H-], [Na+]. Product: CN(C(=O)N1CCN(S(=O)(=O)c2ccc3cc(Cl)ccc3c2)CC1)c1cc2c(s1)CCN(C(=O)OC(C)(C)C)C2. As a reaction SMILES: [C:1]([CH3:2])([CH3:3])([CH3:4])[O:5][C:6](=[O:7])[N:8]1[CH2:9][c:10]2[c:11]([s:14][c:15]([NH:17][C:18](=[O:19])[N:20]3[CH2:21][CH2:22][N:23]([S:26](=[O:27])(=[O:28])[c:29]4[cH:30][c:31]5[cH:32][cH:33][c:34]([Cl:39])[cH:35][c:36]5[cH:37][cH:38]4)[CH2:24][CH2:25]3)[cH:16]2)[CH2:12][CH2:13]1.[CH3:42][I:43].[CH3:44][N:45]([CH3:46])[CH:47]=[O:48].[H-:40].[Na+:41]>>[C:1]([CH3:2])([CH3:3])([CH3:4])[O:5][C:6](=[O:7])[N:8]1[CH2:9][c:10]2[c:11]([s:14][c:15]([N:17]([C:18](=[O:19])[N:20]3[CH2:21][CH2:22][N:23]([S:26](=[O:27])(=[O:28])[c:29]4[cH:30][c:31]5[cH:32][cH:33][c:34]([Cl:39])[cH:35][c:36]5[cH:37][cH:38]4)[CH2:24][CH2:25]3)[CH3:42])[cH:16]2)[CH2:12][CH2:13]1. Starting materials: ClCCC(=O)Cl (3-chloropropanoyl chloride), N1CCCC2=CC=CC=C12 (1,2,3,4-tetrahydroquinoline), [Al+3].[Cl-].[Cl-].[Cl-] (AlCl3), [Na+].[Cl-] (NaCl), Cl (HCl), [Cl-].[Al+3].[Cl-].[Cl-] (aluminum chloride), Cl (hydrochloric acid). Procedure: A solution of 3-chloropropanoyl chloride (9.1 ml, 95.0 mmol) in 20 ml dry acetone was added dropwise to a solution of 1,2,3,4-tetrahydroquinoline (26.6 g, 0.20 mol) in 80 ml dry acetone and the mixture was refluxed for 1 h. After cooling to ambient temperature the solution was poured into 500 ml stirred 2N HCl and extracted with ethyl acetate (3×150 ml). After washing with 1N HCl and brine and drying over MgSO4 the solvent was removed under reduced pressure and the crude product was obtained as ... The product is C1CC(N2C3=C(C=CC=C13)CCC2)=O (1,2,6,7-tetrahydro-5H-pyrido[3,2,1-ij]quinolin-3-one). The solvent is CC(=O)C (acetone), CC(=O)C (acetone), O (water). The yield is 87.7%. Reaction conditions: time 30 minute. RXN SMILES: Cl[CH2:2][CH2:3][C:4](Cl)=[O:5].[NH:7]1[C:16]2[C:11](=[CH:12][CH:13]=[CH:14][CH:15]=2)[CH2:10][CH2:9][CH2:8]1.Cl.[Al+3].[Cl-].[Cl-].[Cl-].[Na+].[Cl-]>CC(C)=O.O>[CH2:2]1[C:15]2[C:16]3=[C:11]([CH2:10][CH2:9][CH2:8][N:7]3[C:4](=[O:5])[CH2:3]1)[CH:12]=[CH:13][CH:14]=2 |f:3.4.5.6,7.8|. The reactants are O (Water), CN1C=NC(=C1)S(=O)(=O)Cl ((1-methyl-1H-imidazol-4-yl)sulfonyl chloride), CN (methylamine), solution. Run in C(Cl)Cl (methylene chloride), C1CCOC1 (THF). Run at time 16 hour. The product is CNS(=O)(=O)C=1N=CN(C1)C (N,1-dimethyl-1H-imidazole-4-sulfonamide). Reaction SMILES: [CH3:1][N:2]1[CH:6]=[C:5]([S:7](Cl)(=[O:9])=[O:8])[N:4]=[CH:3]1.[CH3:11][NH2:12].O>C(Cl)Cl.C1COCC1>[CH3:11][NH:12][S:7]([C:5]1[N:4]=[CH:3][N:2]([CH3:1])[CH:6]=1)(=[O:9])=[O:8]. Reported procedure: To a solution of (1-methyl-1H-imidazol-4-yl)sulfonyl chloride (3.14 g, 17.4 mmol) in methylene chloride was added a solution of methylamine (26 mL of a 2M solution in THF, 52 mmol). The resulting mixture was stirred at room temperature for 16 hr. Water (25 mL) was added and the mixture was extracted with methylene chloride (2×100 mL). The combined organic extracts were washed with water (10 mL) and dried (MgSO4). The solvent was evaporated in vacuo to afford the title compound. Reactants: CC1=CC=C(C(C)(C)CCC(=O)O)CC1, [Li]C=C. Product: C=CC(=O)CCC(C)(C)C1=CC=C(C)CC1. RXN SMILES: [CH3:1][C:2]([CH2:3][CH2:4][C:5](=[O:6])[OH:7])([CH3:8])[C:9]1=[CH:10][CH:11]=[C:12]([CH3:15])[CH2:13][CH2:14]1.[CH:16](=[CH2:17])[Li:18]>>[CH3:1][C:2]([CH2:3][CH2:4][C:5](=[O:7])[CH:16]=[CH2:17])([CH3:8])[C:9]1=[CH:10][CH:11]=[C:12]([CH3:15])[CH2:13][CH2:14]1.